Dataset: the Open Reaction Database (ORD), a public repository of structured organic reaction records. Task: describe an organic reaction: reactants, conditions, products, and yield Starting materials: C(C)(=O)OC(C)=O (acetic anhydride), [N+](=O)([O-])C1=CC=C(C=C1)NN1C=NN=C1 (4-[(4-nitrophenyl)amino]-4H-1,2,4-triazole). Solvent: N1=CC=CC=C1 (pyridine). Reaction conditions: time 2 hour. The product is C(C)(=O)N(C1=CC=C(C=C1)[N+](=O)[O-])N1C=NN=C1 (4-[N-acetyl-N-(4-nitrophenyl)amino]-4H-1,2,4-triazole). Reaction SMILES: C(O[C:5](=[O:7])[CH3:6])(=O)C.[N+:8]([C:11]1[CH:16]=[CH:15][C:14]([NH:17][N:18]2[CH:22]=[N:21][N:20]=[CH:19]2)=[CH:13][CH:12]=1)([O-:10])=[O:9]>N1C=CC=CC=1>[C:5]([N:17]([N:18]1[CH:22]=[N:21][N:20]=[CH:19]1)[C:14]1[CH:13]=[CH:12][C:11]([N+:8]([O-:10])=[O:9])=[CH:16][CH:15]=1)(=[O:7])[CH3:6]. Procedure: 2.8 Milliliters of acetic anhydride was added to 15 ml of a pyridine solution containing 0.62 g of 4-[(4-nitrophenyl)amino]-4H-1,2,4-triazole at room temperature and the mixture was stirred for about 2 hours. After completion of reaction, the solvent was removed by distillation under reduced pressure, and a proper amount of an aqueous sodium hydrogencarbonate solution was added to the residue obtained, which was then extracted several times each with ethyl acetate. The ethyl acetate layer was wa... Reactants: C1CCOC1, CCO, Cl, CCOC(=O)C=Cc1ccc(Oc2c(-c3ccccc3)c(C)cc3cc(OC)ccc23)c(F)c1, [Na+], [OH-]. The product is COc1ccc2c(Oc3ccc(C=CC(=O)O)cc3F)c(-c3ccccc3)c(C)cc2c1. RXN SMILES: [CH2:41]1[O:42][CH2:43][CH2:44][CH2:45]1.[CH3:38][CH2:39][OH:40].[ClH:37].[F:1][c:2]1[cH:3][c:4]([CH:28]=[CH:29][C:30](=[O:31])[O:32][CH2:33][CH3:34])[cH:5][cH:6][c:7]1[O:8][c:9]1[c:10](-[c:22]2[cH:23][cH:24][cH:25][cH:26][cH:27]2)[c:11]([CH3:21])[cH:12][c:13]2[cH:14][c:15]([O:19][CH3:20])[cH:16][cH:17][c:18]12.[Na+:36].[OH-:35]>>[F:1][c:2]1[cH:3][c:4]([CH:28]=[CH:29][C:30](=[O:31])[OH:32])[cH:5][cH:6][c:7]1[O:8][c:9]1[c:10](-[c:22]2[cH:23][cH:24][cH:25][cH:26][cH:27]2)[c:11]([CH3:21])[cH:12][c:13]2[cH:14][c:15]([O:19][CH3:20])[cH:16][cH:17][c:18]12. The reactants are O=C=NC(=O)c1c(Cl)cccc1Cl, Nc1ccc(OC(F)(F)F)cc1, c1ccccc1. Yields the product O=C(NC(=O)c1c(Cl)cccc1Cl)Nc1ccc(OC(F)(F)F)cc1. RXN SMILES: [Cl:13][c:14]1[c:15]([C:16](=[O:17])[N:18]=[C:19]=[O:20])[c:21]([Cl:25])[cH:22][cH:23][cH:24]1.[F:1][C:2]([O:3][c:4]1[cH:5][cH:6][c:7]([NH2:10])[cH:8][cH:9]1)([F:11])[F:12].[cH:26]1[cH:27][cH:28][cH:29][cH:30][cH:31]1>>[F:1][C:2]([O:3][c:4]1[cH:5][cH:6][c:7]([NH:10][C:19]([NH:18][C:16]([c:15]2[c:14]([Cl:13])[cH:24][cH:23][cH:22][c:21]2[Cl:25])=[O:17])=[O:20])[cH:8][cH:9]1)([F:11])[F:12]. Reactants: Cc1nc2sccn2c1C(=O)NCC1NCC2CCCC21, Nc1nc(C(=O)O)c(-c2cccc(F)c2)s1. The product is Cc1nc2sccn2c1C(=O)NCC1C2CCCC2CN1C(=O)c1nc(N)sc1-c1cccc(F)c1. RXN SMILES: [CH:1]12[CH:2]([CH2:9][NH:10][C:11](=[O:12])[c:13]3[c:14]([CH3:21])[n:15][c:16]4[s:17][cH:18][cH:19][n:20]34)[NH:3][CH2:4][CH:5]1[CH2:6][CH2:7][CH2:8]2.[NH2:22][c:23]1[s:24][c:25](-[c:31]2[cH:32][c:33]([F:37])[cH:34][cH:35][cH:36]2)[c:26]([C:28](=[O:29])[OH:30])[n:27]1>>[CH:1]12[CH:2]([CH2:9][NH:10][C:11](=[O:12])[c:13]3[c:14]([CH3:21])[n:15][c:16]4[s:17][cH:18][cH:19][n:20]34)[N:3]([C:28]([c:26]3[c:25](-[c:31]4[cH:32][c:33]([F:37])[cH:34][cH:35][cH:36]4)[s:24][c:23]([NH2:22])[n:27]3)=[O:29])[CH2:4][CH:5]1[CH2:6][CH2:7][CH2:8]2. Starting materials: COC(C(=O)OC)OC (methyl dimethoxyacetate), ClC=1C(=CC(=C(CN)C1)F)F (5-chloro-2,4-difluorobenzylamine). Run in CCOC(=O)C (EtOAc). Run at temperature 80 celsius. Yields the product ClC=1C(=CC(=C(CNC(C(OC)OC)=O)C1)F)F (N-(5-Chloro-2,4-difluorobenzyl)-2,2-dimethoxyacetamide). As a reaction SMILES: [CH3:1][O:2][CH:3]([O:8][CH3:9])[C:4](OC)=[O:5].[Cl:10][C:11]1[C:12]([F:20])=[CH:13][C:14]([F:19])=[C:15]([CH:18]=1)[CH2:16][NH2:17]>CCOC(C)=O>[Cl:10][C:11]1[C:12]([F:20])=[CH:13][C:14]([F:19])=[C:15]([CH:18]=1)[CH2:16][NH:17][C:4](=[O:5])[CH:3]([O:8][CH3:9])[O:2][CH3:1]. Procedure details: A mixture of methyl dimethoxyacetate (1.45 g, 10.7 mmol) and 5-chloro-2,4-difluorobenzylamine (1.78 g, 10.0 mmol) in a sealed tube was heated at 80° C. for 20 h. After that time, the mixture was diluted with EtOAc (20 ml), washed with HCl (2 N, 10 ml), saturated Na2CO3 (10 ml), H2O (10 ml) and brine (10 ml), and dried over MgSO4. After concentrated in vacuo, the title compound was obtained as a brown oil. 1H NMR (400 MHz, CDCl3): δ=3.41 (s, 6H), 4.46 (d, J=6.4 Hz, 2H), 4.74 (s, 1H), 6.92 (t, J=8... Starting materials: CC(C)(O)C1=CC(=C(C=C1)N(C(C)=O)S(=O)(=O)C1=CC=CC=C1)OC (1-methyl-1-[4-(N-acetyl-phenylsulfonylamino)-3-methoxyphenyl]ethanol), C(O)([O-])=O.[Na+] (sodium hydrogencarbonate). Run in C(Cl)Cl (methylene chloride), FC(C(=O)O)(F)F (trifluoroacetic acid), C(C)[SiH](CC)CC (triethylsilane). Reaction conditions: time 1 hour. Yields the product COC1=C(C=CC(=C1)C(C)C)N(C(C)=O)S(=O)(=O)C1=CC=CC=C1 (2-(N-acetyl-phenylsulfonylamino)-5-isopropylphenyl methyl ether). Isolated yield 97.5%. RXN SMILES: [CH3:1][C:2]([C:5]1[CH:10]=[CH:9][C:8]([N:11]([S:15]([C:18]2[CH:23]=[CH:22][CH:21]=[CH:20][CH:19]=2)(=[O:17])=[O:16])[C:12](=[O:14])[CH3:13])=[C:7]([O:24][CH3:25])[CH:6]=1)(O)[CH3:3].C(=O)([O-])O.[Na+]>C(Cl)Cl.FC(F)(F)C(O)=O.C([SiH](CC)CC)C>[CH3:25][O:24][C:7]1[CH:6]=[C:5]([CH:2]([CH3:1])[CH3:3])[CH:10]=[CH:9][C:8]=1[N:11]([S:15]([C:18]1[CH:19]=[CH:20][CH:21]=[CH:22][CH:23]=1)(=[O:16])=[O:17])[C:12](=[O:14])[CH3:13] |f:1.2|. Procedure details: To a solution of 1-methyl-1-[4-(N-acetyl-phenylsulfonylamino)-3-methoxyphenyl]ethanol (2.50 g; prepared in Reference Example 39.) in methylene chloride (10 ml), trifluoroacetic acid (10 ml) and triethylsilane (3.3 ml) were added at 0° C. The mixture was stirred for 1 hour at room temperature. The reaction mixture was added to saturated sodium hydrogencarbonate carefully The mixture was extracted with ethyl acetate. The organic layer was washed, dried over and concentrated. The residue was purifi...